Task: describe an organic reaction: reactants, conditions, products, and yield. Dataset: the Open Reaction Database (ORD), a public repository of structured organic reaction records Starting materials: COc1cc(COc2nn(Cc3ccccc3)cc2C(C)O)ccc1OCc1nc(-c2ccco2)oc1C, C1CCOC1. As a reaction SMILES: [CH2:1]([c:2]1[cH:3][cH:4][cH:5][cH:6][cH:7]1)[n:8]1[n:9][c:10]([O:16][CH2:17][c:18]2[cH:19][c:20]([O:37][CH3:38])[c:21]([O:24][CH2:25][c:26]3[n:27][c:28](-[c:32]4[o:33][cH:34][cH:35][cH:36]4)[o:29][c:30]3[CH3:31])[cH:22][cH:23]2)[c:11]([CH:13]([CH3:14])[OH:15])[cH:12]1.[O:39]1[CH2:40][CH2:41][CH2:42][CH2:43]1>>[CH2:1]([c:2]1[cH:3][cH:4][cH:5][cH:6][cH:7]1)[n:8]1[n:9][c:10]([O:16][CH2:17][c:18]2[cH:19][c:20]([O:37][CH3:38])[c:21]([O:24][CH2:25][c:26]3[n:27][c:28](-[c:32]4[o:33][cH:34][cH:35][cH:36]4)[o:29][c:30]3[CH3:31])[cH:22][cH:23]2)[c:11]([C:13]([CH3:14])=[O:15])[cH:12]1. The product is COc1cc(COc2nn(Cc3ccccc3)cc2C(C)=O)ccc1OCc1nc(-c2ccco2)oc1C.